From a dataset of the Open Reaction Database (ORD), a public repository of structured organic reaction records. describe an organic reaction: reactants, conditions, products, and yield Starting materials: ClC=1C=C(C=C(C1)Cl)SC ((3,5-dichlorophenyl)(methyl)sulfane), [Li]CCCC (n-BuLi), CN(C)C=O (DMF). Run in C1CCOC1 (THF), C1CCOC1 (THF). Reaction conditions: time 1 hour. Yields the product ClC1=C(C=O)C(=CC(=C1)SC)Cl (2,6-dichloro-4-(methylthio)benzaldehyde). RXN SMILES: [Cl:1][C:2]1[CH:3]=[C:4]([S:9][CH3:10])[CH:5]=[C:6]([Cl:8])[CH:7]=1.[Li]CCCC.CN([CH:19]=[O:20])C>C1COCC1>[Cl:8][C:6]1[CH:5]=[C:4]([S:9][CH3:10])[CH:3]=[C:2]([Cl:1])[C:7]=1[CH:19]=[O:20]. Reported procedure: To a stirred solution of (3,5-dichlorophenyl)(methyl)sulfane (1.0 g, 5.1 mmol) in THF (15 mL), n-BuLi (1.6 M in THF, 4.8 mL, 7.7 mmol) was added dropwise at −78° C. and stirred for 1 h at the same temperature. A solution of DMF (0.6 mL, 7.7 mmol) in THF (3 mL) was added slowly at −78° C. and stirred for 1 h. The reaction mixture was quenched with saturated NH4Cl aq. (50 mL) and extracted with EtOAc (2×30 mL). The combined organic layers were washed with water (30 mL), brine (30 mL), dried over a...